This data is from the Open Reaction Database (ORD), a public repository of structured organic reaction records. The task is: describe an organic reaction: reactants, conditions, products, and yield Reactants: FC1=C(C=C(C=C1)OC)C1=[N+](C=C(C=C1OCC(C)C)C(=O)OC)[O-] (2-(2-fluoro-5-methoxyphenyl)-3-isobutoxy-5-(methoxycarbonyl)pyridine 1-oxide), P(=O)(Cl)(Cl)Cl (phosphoryl chloride). Yields the product ClC1=C(C(=O)OC)C=C(C(=N1)C1=C(C=CC(=C1)OC)F)OCC(C)C (methyl 2-chloro-6-(2-fluoro-5-methoxyphenyl)-5-isobutoxynicotinate). As a reaction SMILES: [F:1][C:2]1[CH:7]=[CH:6][C:5]([O:8][CH3:9])=[CH:4][C:3]=1[C:10]1[C:15]([O:16][CH2:17][CH:18]([CH3:20])[CH3:19])=[CH:14][C:13]([C:21]([O:23][CH3:24])=[O:22])=[CH:12][N+:11]=1[O-].P(Cl)(Cl)([Cl:28])=O>>[Cl:28][C:12]1[N:11]=[C:10]([C:3]2[CH:4]=[C:5]([O:8][CH3:9])[CH:6]=[CH:7][C:2]=2[F:1])[C:15]([O:16][CH2:17][CH:18]([CH3:20])[CH3:19])=[CH:14][C:13]=1[C:21]([O:23][CH3:24])=[O:22]. Procedure details: A mixture of 2-(2-fluoro-5-methoxyphenyl)-3-isobutoxy-5-(methoxycarbonyl)pyridine 1-oxide (600 mg) and phosphoryl chloride (5.0 mL) was heated under reflux for 1 hr. The solvent was evaporated under reduced pressure, and the residue was purified by silica gel column chromatography (ethyl acetate/hexane) to give the title compound (315 mg) as a pale-yellow oil. Reactants: I (hydroiodic acid), Br (hydrobromic acid), C(C1=CN=CC=C1)C1=C(C=CC(=C1)C(C)(C)C)OC (2-Nicotinyl-4-tert-butylanisole). Run in C(C)(=O)O (acetic acid). The product is C(C1=CN=CC=C1)C1=C(C=CC(=C1)C(C)(C)C)O (2-Nicotinyl-4-tert-butylphenol). The yield is 34.6%. Reaction SMILES: [CH2:1]([C:8]1[CH:13]=[C:12]([C:14]([CH3:17])([CH3:16])[CH3:15])[CH:11]=[CH:10][C:9]=1[O:18]C)[C:2]1[CH:7]=[CH:6][CH:5]=[N:4][CH:3]=1.I.Br>C(O)(=O)C>[CH2:1]([C:8]1[CH:13]=[C:12]([C:14]([CH3:16])([CH3:15])[CH3:17])[CH:11]=[CH:10][C:9]=1[OH:18])[C:2]1[CH:7]=[CH:6][CH:5]=[N:4][CH:3]=1. Procedure: 1.56 g of the compound obtained in Example 3 (b) above was dissolved in 6 ml of acetic acid and 1.2 ml of 57% hydroiodic acid and 1.0 ml of 47% hydrobromic acid were added thereto, followed by heat-refluxing for 30 hours. The mixture was concentrated under reduced pressure, water was added to the residue and the mixture was extracted with ethyl acetate. The ethyl acetate extract was washed with water, dried, concentrated, and the residue was chromatographed on silica gel column using a mixed sol... The reactants are C[C@H](CCC)OC1=NC(=C2N=C(N(C2=N1)C1OCCCC1)OC)N (2-{[(1R)-1-methylbutyl]oxy}-8-(methyloxy)-9-(tetrahydro-2H-pyran-2-yl)-9H-purin-6-amine), FC(C(=O)O)(F)F (trifluoroacetic acid). Solvent: C(C)(=O)OCC (ethyl acetate), CO (methanol). Reaction conditions: time 72 hour. Yields the product FC(C(=O)O)(F)F.C[C@H](CCC)OC=1NC(=C2N=C(N=C2N1)OC)N (2-{[(1R)-1-Methylbutyl]oxy}-8-(methyloxy)-1H-purin-6-amine trifluoroacetate). Isolated yield 73.6%. As a reaction SMILES: [CH3:1][C@@H:2]([O:6][C:7]1[N:15]=[C:14]2[C:10]([N:11]=[C:12]([O:22][CH3:23])[N:13]2C2CCCCO2)=[C:9]([NH2:24])[N:8]=1)[CH2:3][CH2:4][CH3:5].[F:25][C:26]([F:31])([F:30])[C:27]([OH:29])=[O:28]>CO.C(OCC)(=O)C>[F:25][C:26]([F:31])([F:30])[C:27]([OH:29])=[O:28].[CH3:1][C@@H:2]([O:6][C:7]1[NH:8][C:9]([NH2:24])=[C:10]2[C:14]([N:15]=1)=[N:13][C:12]([O:22][CH3:23])=[N:11]2)[CH2:3][CH2:4][CH3:5] |f:4.5|. Procedure: To a solution of 2-{[(1R)-1-methylbutyl]oxy}-8-(methyloxy)-9-(tetrahydro-2H-pyran-2-yl)-9H-purin-6-amine (4.8 g, 14.31 mmol) in methanol (100 ml) was added trifluoroacetic acid (8 ml, 104 mmol). The reaction mixture was stirred at room temperature for 72 hours. The solvent was removed in vacuo to give a pale yellow solid which was suspended in ethyl acetate (30 ml). The precipitate was filtered off and washed with further ethyl acetate until the filtrate was colourless. The remaining solid was d... Reactants: FC1=CC=C(C=C1)B(O)O (4-Fluorobenzene boronic acid), [Cu(OH)TMEDA]2Cl2, C1(CC1)C=1NC=C(N1)I (2-Cyclopropyl-4-iodo-1H-imidazole). Run in C1CCOC1 (THF). Run at time 8 hour. The product is C1(CC1)C=1N(C=C(N1)I)C1=CC=C(C=C1)F (2-Cyclopropyl-1-(4-fluoro-phenyl)-4-iodo-1H-imidazole). Yield: 45.6%. RXN SMILES: [CH:1]1([C:4]2[NH:5][CH:6]=[C:7]([I:9])[N:8]=2)[CH2:3][CH2:2]1.[F:10][C:11]1[CH:16]=[CH:15][C:14](B(O)O)=[CH:13][CH:12]=1>C1COCC1>[CH:1]1([C:4]2[N:5]([C:14]3[CH:15]=[CH:16][C:11]([F:10])=[CH:12][CH:13]=3)[CH:6]=[C:7]([I:9])[N:8]=2)[CH2:3][CH2:2]1. Reported procedure: 2-Cyclopropyl-4-iodo-1H-imidazole (500 mg, 2.14 mmol) was dissolved in 20 ml THF. 4-Fluorobenzene boronic acid (613 mg, 4.38 mmol) and [Cu(OH)TMEDA]2Cl2 (347 mg, 0.75 mmol) were added. Oxygen was bubbled through the reaction mixture for 60 min and stirring was continued under an oxygen atmosphere at RT overnight. The reaction mixture was filtered through a dicalite speed plus pad and washed with 30 mL ethyl acetate. After drying the crude product was purified by flash chromatography on silica ge... Starting materials: [PH2](=O)O (hypophosphorous acid), C(OC)(OC)OC (trimethyl orthoformate), C([O-])(O)=O.[Na+] (sodium bicarbonate), [PH2](=O)OC (methyl hypophosphite), [N+](=O)([O-])C1=CC=C(C=C)C=C1 (4-nitrostyrene), C(C)(C)N(CC)C(C)C (diisopropylethylamine), [PH2](=O)OC (methyl hypophosphite). The solvent is O (water), CO (methanol). Reaction conditions: temperature 20 celsius, time 2 hour. Product: COP(=O)CCC1=CC=C(C=C1)[N+](=O)[O-] (1-[2-(methoxyphosphinyl)ethyl]-4-nitrobenzene). Reaction SMILES: [PH2](O)=O.C(OC)(OC)OC.[PH2:11]([O:13][CH3:14])=[O:12].[N+:15]([C:18]1[CH:25]=[CH:24][C:21]([CH:22]=[CH2:23])=[CH:20][CH:19]=1)([O-:17])=[O:16].C(N(C(C)C)CC)(C)C.C(=O)(O)[O-].[Na+]>CO.O>[CH3:14][O:13][PH:11]([CH2:23][CH2:22][C:21]1[CH:20]=[CH:19][C:18]([N+:15]([O-:17])=[O:16])=[CH:25][CH:24]=1)=[O:12] |f:5.6|. Reported procedure: 0.665 g of crystalline hypophosphorous acid was treated under nitrogen with 1.73 g of trimethyl orthoformate and the mixture was stirred at 20° C. for 2 hours. The resulting solution of crude methyl hypophosphite was added dropwise at 0° C. to a solution of 1 g of 4-nitrostyrene and 0.43 g of diisopropylethylamine in 5 ml of methanol. After 65 hours at 20° C. the same amount of methyl hypophosphite was again added and the mixture was stirred at 20° C. for a further 24 hours. The mixture was dilu...